This data is from the Open Reaction Database (ORD), a public repository of structured organic reaction records. The task is: describe an organic reaction: reactants, conditions, products, and yield Starting materials: [BH3-]C#N, O=C([O-])O, CC(C)(C)CC=O, CCO, COC(=O)C1CCC2C3CCC4CC(O)C(O)CC4(C)C3C(N)CC12C, [Na+], [Na+]. The product is COC(=O)C1CCC2C3CCC4CC(O)C(O)CC4(C)C3C(NCCC(C)(C)C)CC12C. RXN SMILES: [C:1]([BH3-:2])#[N:3].[C:41](=[O:42])([O-:43])[OH:44].[CH3:31][C:32]([CH2:33][CH:34]=[O:35])([CH3:36])[CH3:37].[CH3:38][CH2:39][OH:40].[NH2:5][CH:6]1[CH:7]2[C:8]3([CH3:30])[CH2:9][CH:10]([OH:29])[CH:11]([OH:28])[CH2:12][CH:13]3[CH2:14][CH2:15][CH:16]2[CH:17]2[CH2:18][CH2:19][CH:20]([C:24](=[O:25])[O:26][CH3:27])[C:21]2([CH3:22])[CH2:23]1.[Na+:45].[Na+:4]>>[NH:5]([CH:6]1[CH:7]2[C:8]3([CH3:30])[CH2:9][CH:10]([OH:29])[CH:11]([OH:28])[CH2:12][CH:13]3[CH2:14][CH2:15][CH:16]2[CH:17]2[CH2:18][CH2:19][CH:20]([C:24](=[O:25])[O:26][CH3:27])[C:21]2([CH3:22])[CH2:23]1)[CH2:34][CH2:33][C:32]([CH3:31])([CH3:36])[CH3:37].